From a dataset of the Open Reaction Database (ORD), a public repository of structured organic reaction records. describe an organic reaction: reactants, conditions, products, and yield The reactants are C#Cc1ccc(CCC)cc1, CCNCC, I[Cu]I, Fc1cc(I)ccc1Br, O. Yields the product CCCc1ccc(C#Cc2ccc(Br)c(F)c2)cc1. RXN SMILES: [CH2:10]([CH2:11][CH3:12])[c:13]1[cH:14][cH:15][c:16]([C:19]#[CH:20])[cH:17][cH:18]1.[CH2:22]([NH:23][CH2:24][CH3:25])[CH3:26].[Cu:27]([I:28])[I:29].[F:1][c:2]1[cH:3][c:4]([I:9])[cH:5][cH:6][c:7]1[Br:8].[OH2:21]>>[F:1][c:2]1[cH:3][c:4]([C:20]#[C:19][c:16]2[cH:15][cH:14][c:13]([CH2:10][CH2:11][CH3:12])[cH:18][cH:17]2)[cH:5][cH:6][c:7]1[Br:8]. Reactants: CCOC1(C(Br)CO)c2ccccc2COc2ccccc21, CCCC[SnH](CCCC)CCCC, Cc1ccccc1, CC(C)(C#N)N=NC(C)(C)C#N. Yields the product CCOC1(CCO)c2ccccc2COc2ccccc21. RXN SMILES: [Br:1][CH:2]([CH2:3][OH:4])[C:5]1([O:20][CH2:21][CH3:22])[c:6]2[c:7]([cH:16][cH:17][cH:18][cH:19]2)[O:8][CH2:9][c:10]2[c:11]1[cH:12][cH:13][cH:14][cH:15]2.[CH2:23]([SnH:24]([CH2:25][CH2:26][CH2:27][CH3:28])[CH2:29][CH2:30][CH2:31][CH3:32])[CH2:33][CH2:34][CH3:35].[CH3:48][c:49]1[cH:50][cH:51][cH:52][cH:53][cH:54]1.[N:36]#[C:37][C:38]([N:39]=[N:40][C:41]([C:42]#[N:43])([CH3:44])[CH3:45])([CH3:46])[CH3:47]>>[CH2:2]([CH2:3][OH:4])[C:5]1([O:20][CH2:21][CH3:22])[c:6]2[c:7]([cH:16][cH:17][cH:18][cH:19]2)[O:8][CH2:9][c:10]2[c:11]1[cH:12][cH:13][cH:14][cH:15]2. Starting materials: CCOC(=O)C(C)(Cc1ccccc1)S(=O)(=O)Cc1ccc(OC)cc1, CO, [Na+], [OH-]. Yields the product COc1ccc(CS(=O)(=O)C(C)(Cc2ccccc2)C(=O)O)cc1. Reaction SMILES: [CH2:1]([CH3:2])[O:3][C:4]([C:5]([CH2:6][c:7]1[cH:8][cH:9][cH:10][cH:11][cH:12]1)([CH3:13])[S:14](=[O:15])(=[O:16])[CH2:17][c:18]1[cH:19][cH:20][c:21]([O:24][CH3:25])[cH:22][cH:23]1)=[O:26].[CH3:27][OH:28].[Na+:30].[OH-:29]>>[O:3]=[C:4]([C:5]([CH2:6][c:7]1[cH:8][cH:9][cH:10][cH:11][cH:12]1)([CH3:13])[S:14](=[O:15])(=[O:16])[CH2:17][c:18]1[cH:19][cH:20][c:21]([O:24][CH3:25])[cH:22][cH:23]1)[OH:26]. Starting materials: CON(C(=O)C1C(C1)C1=CC(=CC=C1)F)C (2-(3-fluoro-phenyl)-cyclopropanecarboxylic acid methoxy-methyl-amide), O (water), [OH-].[Na+] (NaOH). Run in CO (MeOH). Yields the product FC=1C=C(C=CC1)C1C(C1)C(=O)O (2-(3-fluoro-phenyl)-cyclopropanecarboxylic acid). RXN SMILES: CON(C)[C:4]([CH:6]1[CH2:8][CH:7]1[C:9]1[CH:14]=[CH:13][CH:12]=[C:11]([F:15])[CH:10]=1)=[O:5].[OH2:17].[OH-].[Na+]>CO>[F:15][C:11]1[CH:10]=[C:9]([CH:7]2[CH2:8][CH:6]2[C:4]([OH:17])=[O:5])[CH:14]=[CH:13][CH:12]=1 |f:2.3|. Reported procedure: A mixture of 2-(3-fluoro-phenyl)-cyclopropanecarboxylic acid methoxy-methyl-amide (8.96 g), water (20 mL), and NaOH (3.2 g) in MeOH (40 mL) was refluxed for 3 h. The reaction mixture was cooled down to room temperature and concentrated in vacuo. The residue was acidified by 6 N HCl followed by extraction with CH2Cl2. The organic layer was washed with brine, dried over MgSO4 and concentrated in vacuo to give the title compound (7.1 g). Reactants: ClC=1C(=NC(=C(C(=O)OC)C1)C1=CC(=CC=C1)F)Cl (methyl 5,6-dichloro-2-(3-fluorophenyl)nicotinate), C(C)O (ethanol), C(C1=CC(OC)=C(OC)C=C1)N (veratrylamine). Product: ClC=1C(=NC(=C(C(=O)OC)C1)C1=CC(=CC=C1)F)NCC1=CC(=C(C=C1)OC)OC (Methyl 5-chloro-6-[(3,4-dimethoxybenzyl)amino]-2-(3-fluorophenyl)nicotinate). Isolated yield 82.5%. Reaction SMILES: [Cl:1][C:2]1[C:3](Cl)=[N:4][C:5]([C:12]2[CH:17]=[CH:16][CH:15]=[C:14]([F:18])[CH:13]=2)=[C:6]([CH:11]=1)[C:7]([O:9][CH3:10])=[O:8].C(O)C.[CH2:23]([NH2:34])[C:24]1[CH:33]=[CH:32][C:29]([O:30][CH3:31])=[C:26]([O:27][CH3:28])[CH:25]=1>>[Cl:1][C:2]1[C:3]([NH:34][CH2:23][C:24]2[CH:33]=[CH:32][C:29]([O:30][CH3:31])=[C:26]([O:27][CH3:28])[CH:25]=2)=[N:4][C:5]([C:12]2[CH:17]=[CH:16][CH:15]=[C:14]([F:18])[CH:13]=2)=[C:6]([CH:11]=1)[C:7]([O:9][CH3:10])=[O:8]. Procedure: A solution of methyl 5,6-dichloro-2-(3-fluorophenyl)nicotinate (55 mg, 0.18 mmol) in ethanol (1 mL, 20 mmol) was treated with veratrylamine (82 μL, 0.55 mmol) and refluxed for 30 minutes. The reaction mixture was concentrated and purified by flash column chromatography using ethyl acetate in hexanes (0-30%) to give the desired product (64 mg, 81%). LCMS calculated for C22H21ClFN2O4 (M+H)+: m/z=431.1. found: 430.9.